Task: describe an organic reaction: reactants, conditions, products, and yield. Dataset: the Open Reaction Database (ORD), a public repository of structured organic reaction records Reactants: C(#N)CC(=N)N (2-cyanoacetamidine), Cl.C(#N)CC(OCC)=N (ethyl 2-cyanoacetimidate hydrochloride), BrC1COC2=CC=CC=C2C1=O (3-bromo-4-chromanone). Run in C(C)O (ethanol). The product is NC1=C(C2=C(N1)C1=C(OC2)C=CC=C1)C#N (2-Amino-3-cyano-4H-[1]benzopyrano[4,3-b]pyrrole). RXN SMILES: [C:1]([CH2:3][C:4]([NH2:6])=[NH:5])#[N:2].Cl.C(CC(=N)OCC)#N.Br[CH:17]1[C:26](=O)[C:25]2[C:20](=[CH:21][CH:22]=[CH:23][CH:24]=2)[O:19][CH2:18]1>C(O)C>[NH2:5][C:4]1[NH:6][C:26]2[C:25]3[CH:24]=[CH:23][CH:22]=[CH:21][C:20]=3[O:19][CH2:18][C:17]=2[C:3]=1[C:1]#[N:2] |f:1.2|. Reported procedure: To an ethanolic solution of 2-cyanoacetamidine prepared from ethyl 2-cyanoacetimidate hydrochloride (4.0 g) as in Reference Example 2 was added a solution of 3-bromo-4-chromanone (3.0 g) in ethanol dropwise under ice-cooling with stirring. The mixture was stirred at room temperature overnight and, then, concentrated under reduced pressure. The resulting crude product was dissolved in ethyl acetate. The ethyl acetate layer was washed with water, dried over MgSO4 and concentrated under reduced pre... Starting materials: C=CC1=CC=C(C=C1)S(=O)(=O)[O-].[Na+] (sodium p-styrenesulfonate), Cl.NC1=CC=C(C=C1)C (p-toluidine hydrochloride). The solvent is O (water). Yields the product C=CC1=CC=C(C=C1)S(=O)(=O)[O-].[NH4+] (ammonium p-styrenesulfonate). Reaction SMILES: [CH2:1]=[CH:2][C:3]1[CH:8]=[CH:7][C:6]([S:9]([O-:12])(=[O:11])=[O:10])=[CH:5][CH:4]=1.[Na+].Cl.[NH2:15]C1C=CC(C)=CC=1>O>[CH2:1]=[CH:2][C:3]1[CH:4]=[CH:5][C:6]([S:9]([O-:12])(=[O:11])=[O:10])=[CH:7][CH:8]=1.[NH4+:15] |f:0.1,2.3,5.6|. Procedure: A 20.6 g sample of sodium p-styrenesulfonate was dissolved in 100 g of water. 14.4 g of p-toluidine hydrochloride was added to the resulting solution to precipitate a solid. The solid was filtered and was dissolved in 100 cc of aqueous solution containing 20 cc of 28.8% NH3 solution. As a result, ammonium p-styrenesulfonate was obtained in a conversion of 76%. The reactants are C(C#C)N (propargylamine), [I-].[K+] (potassium iodide), FC(C=1C=CC2=C(C(=NCC=3N2C(=NN3)CCl)C3=C(C=CC=C3)Cl)C1)(F)F (8 -(trifluoromethyl)-1-(chloromethyl)-6-(o-chlorophenyl)-4H-s-triazolo[4,3-a][1,4]benzodiazepine). Solvent: CN(C=O)C (dimethylformamide). Yields the product FC(C=1C=CC2=C(C(=NCC=3N2C(=NN3)CNCC#C)C3=C(C=CC=C3)Cl)C1)(F)F (8-(trifluoromethyl)-1-[[(2-propynyl)amino]methyl]-6-(o-chlorophenyl)-4H-s-triazolo[4,3-a][1,4]benzodiazepine). RXN SMILES: [F:1][C:2]([F:27])([F:26])[C:3]1[CH:4]=[CH:5][C:6]2[N:12]3[C:13]([CH2:16]Cl)=[N:14][N:15]=[C:11]3[CH2:10][N:9]=[C:8]([C:18]3[CH:23]=[CH:22][CH:21]=[CH:20][C:19]=3[Cl:24])[C:7]=2[CH:25]=1.[CH2:28]([NH2:31])[C:29]#[CH:30].[I-].[K+]>CN(C)C=O>[F:1][C:2]([F:27])([F:26])[C:3]1[CH:4]=[CH:5][C:6]2[N:12]3[C:13]([CH2:16][NH:31][CH2:28][C:29]#[CH:30])=[N:14][N:15]=[C:11]3[CH2:10][N:9]=[C:8]([C:18]3[CH:23]=[CH:22][CH:21]=[CH:20][C:19]=3[Cl:24])[C:7]=2[CH:25]=1 |f:2.3|. Procedure details: In the manner given in Preparation 19, 8 -(trifluoromethyl)-1-(chloromethyl)-6-(o-chlorophenyl)-4H-s-triazolo[4,3-a][1,4]benzodiazepine in dimethylformamide is reacted at room temperature with propargylamine in the presence of potassium iodide to give 8-(trifluoromethyl)-1-[[(2-propynyl)amino]methyl]-6-(o-chlorophenyl)-4H-s-triazolo[4,3-a][1,4]benzodiazepine. Preparation 23 8 -Chloro-1-[[(2-propynyl)amino]methyl]-6-(2,6-difluorophenyl)-4H-s-triazolo[4,3-a][1,4]benzodiazepine Starting materials: CCOC(=O)C (EtOAc), [OH-].[K+] (KOH), C(C)OC(C(C(=O)OCC)CC=1C=NC(=NC1)N(C(=O)OC(C)(C)C)C(=O)OC(C)(C)C)=O (2-(2-[N,N-bis(tert-butoxycarbonyl)amino]-pyrimidin-5-ylmethyl)-malonic acid diethyl ester). Run in CCO (EtOH), CCO.C(Cl)Cl (EtOH methylene chloride). Run at time 16 hour. Product: C(C)OC(C(C(=O)O)CC=1C=NC(=NC1)N(C(=O)OC(C)(C)C)C(=O)OC(C)(C)C)=O (2-(2-[N,N-bis(tert-butoxycarbonyl)amino]-pyrimidin-5-ylmethyl)-malonic acid monoethyl ester). Isolated yield 89.2%. Reaction SMILES: [OH-].[K+].[CH2:3]([O:5][C:6](=[O:35])[CH:7]([CH2:13][C:14]1[CH:15]=[N:16][C:17]([N:20]([C:28]([O:30][C:31]([CH3:34])([CH3:33])[CH3:32])=[O:29])[C:21]([O:23][C:24]([CH3:27])([CH3:26])[CH3:25])=[O:22])=[N:18][CH:19]=1)[C:8]([O:10]CC)=[O:9])[CH3:4].CCOC(C)=O>CCO.CCO.C(Cl)Cl>[CH2:3]([O:5][C:6](=[O:35])[CH:7]([CH2:13][C:14]1[CH:15]=[N:16][C:17]([N:20]([C:21]([O:23][C:24]([CH3:27])([CH3:26])[CH3:25])=[O:22])[C:28]([O:30][C:31]([CH3:33])([CH3:34])[CH3:32])=[O:29])=[N:18][CH:19]=1)[C:8]([OH:10])=[O:9])[CH3:4] |f:0.1,5.6|. Procedure details: A solution of KOH (106 mg, 1.88 mmol) in EtOH (2 mL) was added to a solution of 2-(2-[N,N-bis(tert-butoxycarbonyl)amino]-pyrimidin-5-ylmethyl)-malonic acid diethyl ester (0.80 g, 1.71 mmol) in EtOH/methylene chloride (2:1, 12 mL) at 0° C. The mixture was stirred for 16 h at room temperature and EtOAc was added. The mixture was washed with 0.5 M HCl and brine, dried and concentrated under reduced pressure to give 2-(2-[N,N-bis(tert-butoxycarbonyl)amino]-pyrimidin-5-ylmethyl)-malonic acid monoethy... Starting materials: COC1=CC=2C(=C3C(C4=CC(=CC=C4C3=CC2)OC)C2=CC=C(C=C2)OCCN2CCCCC2)C=C1 (3,9-bis(methoxy)-11-[4-(2-piperidin-1-ylethoxy)-phenyl]-11H-benzo[a]fluorene), [Cl-].[Al+3].[Cl-].[Cl-] (aluminum chloride), C(C)S (ethanethiol). Run in ClCCCl (1,2-dichloroethane). Product: OC1=CC=2C(=C3C(C4=CC(=CC=C4C3=CC2)O)C2=CC=C(C=C2)OCCN2CCCCC2)C=C1 (3,9-dihydroxy-11-[4-(2-piperidin-1-ylethoxy)-phenyl]-11H-benzo[a]fluorene). RXN SMILES: C[O:2][C:3]1[CH:36]=[CH:35][C:6]2=[C:7]3[C:15](=[CH:16][CH:17]=[C:5]2[CH:4]=1)[C:14]1[C:9](=[CH:10][C:11]([O:18]C)=[CH:12][CH:13]=1)[CH:8]3[C:20]1[CH:25]=[CH:24][C:23]([O:26][CH2:27][CH2:28][N:29]2[CH2:34][CH2:33][CH2:32][CH2:31][CH2:30]2)=[CH:22][CH:21]=1.[Cl-].[Al+3].[Cl-].[Cl-].C(S)C>ClCCCl>[OH:2][C:3]1[CH:36]=[CH:35][C:6]2=[C:7]3[C:15](=[CH:16][CH:17]=[C:5]2[CH:4]=1)[C:14]1[C:9](=[CH:10][C:11]([OH:18])=[CH:12][CH:13]=1)[CH:8]3[C:20]1[CH:21]=[CH:22][C:23]([O:26][CH2:27][CH2:28][N:29]2[CH2:34][CH2:33][CH2:32][CH2:31][CH2:30]2)=[CH:24][CH:25]=1 |f:1.2.3.4|. Reported procedure: One g of the compound of Example 11 was added to 1.9 g of aluminum chloride and 1.3 g of ethanethiol in 25 ml of 1,2-dichloroethane and the reaction was carried out and the product isolated as described in Example 14. One g of impure oily product was obtained, which was purified by Waters Prep 500 liquid chromatography over normal phase silica gel, using a gradient solvent which began with 2% methanol in chloroform and progressed to 30% methanol in chloroform. The product-containing fractions we...